This data is from the Open Reaction Database (ORD), a public repository of structured organic reaction records. The task is: describe an organic reaction: reactants, conditions, products, and yield Starting materials: O=C1CCC(=O)N1Br, CC(=O)O, Nc1nc2c(ncn2Cc2cccnc2)c(=O)[nH]1. Product: Nc1nc2c(nc(Br)n2Cc2cccnc2)c(=O)[nH]1. Reaction SMILES: [Br:1][N:2]1[C:3](=[O:4])[CH2:5][CH2:6][C:7]1=[O:8].[CH3:27][C:28](=[O:29])[OH:30].[n:9]1[cH:10][c:11]([CH2:15][n:16]2[c:17]3[n:18][c:19]([NH2:26])[nH:20][c:21](=[O:25])[c:22]3[n:23][cH:24]2)[cH:12][cH:13][cH:14]1>>[Br:1][c:24]1[n:16]([CH2:15][c:11]2[cH:10][n:9][cH:14][cH:13][cH:12]2)[c:17]2[n:18][c:19]([NH2:26])[nH:20][c:21](=[O:25])[c:22]2[n:23]1. Reactants: Nc1ccc2c(cnn2CCN2CCCC2)c1, O=C(O)Cc1cccc(Oc2ccccc2)c1. Product: O=C(Cc1cccc(Oc2ccccc2)c1)Nc1ccc2c(cnn2CCN2CCCC2)c1. Reaction SMILES: [N:1]1([CH2:6][CH2:7][n:8]2[n:9][cH:10][c:11]3[cH:12][c:13]([NH2:17])[cH:14][cH:15][c:16]23)[CH2:2][CH2:3][CH2:4][CH2:5]1.[O:18]([c:19]1[cH:20][cH:21][cH:22][cH:23][cH:24]1)[c:25]1[cH:26][c:27]([CH2:31][C:32](=[O:33])[OH:34])[cH:28][cH:29][cH:30]1>>[N:1]1([CH2:6][CH2:7][n:8]2[n:9][cH:10][c:11]3[cH:12][c:13]([NH:17][C:32]([CH2:31][c:27]4[cH:26][c:25]([O:18][c:19]5[cH:20][cH:21][cH:22][cH:23][cH:24]5)[cH:30][cH:29][cH:28]4)=[O:33])[cH:14][cH:15][c:16]23)[CH2:2][CH2:3][CH2:4][CH2:5]1. The reactants are CCCCCCCCn1c(C)cc2ccccc21, CCOc1cccc(N(CC)CC)c1, CC(=O)OC(C)=O, CC(=O)O, [Cl-], [Cl-], [Zn+2], O=C1OC(=O)c2ncccc21. Product: O=C1OCc2ncccc21. Reaction SMILES: [CH2:12]([n:13]1[c:14]2[c:15]([cH:16][cH:17][cH:18][cH:19]2)[cH:20][c:21]1[CH3:22])[CH2:23][CH2:24][CH2:25][CH2:26][CH2:27][CH2:28][CH3:29].[CH2:30]([N:31]([CH2:32][CH3:33])[c:34]1[cH:35][c:36]([O:37][CH2:38][CH3:39])[cH:40][cH:41][cH:42]1)[CH3:43].[CH3:44][C:45]([O:46][C:47](=[O:48])[CH3:49])=[O:50].[CH3:51][C:52](=[O:53])[OH:54].[Cl-:55].[Cl-:57].[Zn+2:56].[n:1]1[c:2]2[c:7]([cH:8][cH:9][cH:10]1)[C:6](=[O:11])[O:5][C:3]2=[O:4]>>[n:1]1[c:2]2[c:7]([cH:8][cH:9][cH:10]1)[C:6](=[O:11])[O:5][CH2:3]2. Starting materials: NC=1C=NC=CC1 (3-aminopyridine), Cl.ClCCNCCCl (bis(2-chloroethyl)amine hydrochloride). Solvent: CC=1C=CC=CC1C (o-xylene). Reaction conditions: temperature 140 celsius, time 20 hour. Product: N1=CC(=CC=C1)N1CCNCC1 (1-(Pyridin-3-yl)piperazine). Isolated yield 15.9%. RXN SMILES: [NH2:1][C:2]1[CH:3]=[N:4][CH:5]=[CH:6][CH:7]=1.Cl.Cl[CH2:10][CH2:11][NH:12][CH2:13][CH2:14]Cl>CC1C=CC=CC=1C>[N:4]1[CH:5]=[CH:6][CH:7]=[C:2]([N:1]2[CH2:14][CH2:13][NH:12][CH2:11][CH2:10]2)[CH:3]=1 |f:1.2|. Procedure details: A suspension of 3-aminopyridine (2.0 g) and bis(2-chloroethyl)amine hydrochloride (3.8 g) in o-xylene (40 ml) was stirred at 140° C. for 20 hr. The reaction mixture was extracted with water and the aqueous layer was made alkaline with a 2N aqueous sodium hydroxide solution and extracted with chloroform. The extract was washed with saturated brine and dried over anhydrous sodium sulfate. The solvent was evaporated and the obtained residue was purified by silica gel column chromatography (developi... Reactants: Cl (HCl), OC1=CC=C(C=C1)C(C(=O)OC)(C)C (methyl 2-(4-hydroxyphenyl)-2-methylpropionate), [H-].[Na+] (sodium hydride), BrCCCC1=CC2=C(CC(O2)CCC2=CC=CC=C2)C=C1OCC1=CC=CC=C1 (6-(3-bromopropyl)-5-benzyloxy-2-(2-phenylethyl)-2,3-dihydrobenzofuran). Run in CN(C=O)C (dimethylformamide). Reaction conditions: time 30 minute. The product is COC(C(C)(C)C1=CC=C(C=C1)OCCCC1=CC2=C(CC(O2)CCC2=CC=CC=C2)C=C1OCC1=CC=CC=C1)=O (methyl-2-[4-[3-[2,3-dihydro-5-benzyloxy-2-(2-phenylethyl)benzofuran-6-yl]propoxy]phenyl]- 2-methylpropanoate). Isolated yield 87.0%. As a reaction SMILES: [OH:1][C:2]1[CH:7]=[CH:6][C:5]([C:8]([CH3:14])([CH3:13])[C:9]([O:11][CH3:12])=[O:10])=[CH:4][CH:3]=1.[H-].[Na+].Br[CH2:18][CH2:19][CH2:20][C:21]1[C:37]([O:38][CH2:39][C:40]2[CH:45]=[CH:44][CH:43]=[CH:42][CH:41]=2)=[CH:36][C:24]2[CH2:25][CH:26]([CH2:28][CH2:29][C:30]3[CH:35]=[CH:34][CH:33]=[CH:32][CH:31]=3)[O:27][C:23]=2[CH:22]=1.Cl>CN(C)C=O>[CH3:12][O:11][C:9](=[O:10])[C:8]([C:5]1[CH:4]=[CH:3][C:2]([O:1][CH2:18][CH2:19][CH2:20][C:21]2[C:37]([O:38][CH2:39][C:40]3[CH:41]=[CH:42][CH:43]=[CH:44][CH:45]=3)=[CH:36][C:24]3[CH2:25][CH:26]([CH2:28][CH2:29][C:30]4[CH:35]=[CH:34][CH:33]=[CH:32][CH:31]=4)[O:27][C:23]=3[CH:22]=2)=[CH:7][CH:6]=1)([CH3:14])[CH3:13] |f:1.2|. Reported procedure: To a stirring solution of methyl 2-(4-hydroxyphenyl)-2-methylpropionate (0.81 g; 4.19 mmol) in dry diemthylformamide (8 mL) was added sodium hydride (192 mg, 4 mmol) as a 50% dispersion in oil. The mixture was stirred at room temperature for 30 minutes. A solution of 6-(3-bromopropyl)-5-benzyloxy-2-(2-phenylethyl)-2,3-dihydrobenzofuran, E88, in dry dimethylformamide (2 mL) was added. The resulting mixture was stirred at room temperature for 20 hours. The mixture was poured into cold dilute HCl (... The reactants are C1(=CC=CC=C1)N=NC1=CC=C(C=C1)O (4-(phenyldiazenyl)phenol), CC(C)([O-])C.[K+] (potassium tert-butoxide), BrCCCCCCCCCC=C (11-bromo-1-undecene). The solvent is O (water). Conditions: time 10 minute. The product is C(CCCCCCCCC=C)OC1=CC=C(C=C1)N=NC1=CC=CC=C1 (4-(undec-10-enyloxy)azobenzene). Reaction SMILES: [C:1]1([N:7]=[N:8][C:9]2[CH:14]=[CH:13][C:12]([OH:15])=[CH:11][CH:10]=2)[CH:6]=[CH:5][CH:4]=[CH:3][CH:2]=1.CC(C)([O-])C.[K+].Br[CH2:23][CH2:24][CH2:25][CH2:26][CH2:27][CH2:28][CH2:29][CH2:30][CH2:31][CH:32]=[CH2:33]>O>[CH2:33]([O:15][C:12]1[CH:13]=[CH:14][C:9]([N:8]=[N:7][C:1]2[CH:6]=[CH:5][CH:4]=[CH:3][CH:2]=2)=[CH:10][CH:11]=1)[CH2:32][CH2:31][CH2:30][CH2:29][CH2:28][CH2:27][CH2:26][CH2:25][CH:24]=[CH2:23] |f:1.2|. Procedure: 4-(phenyldiazenyl)phenol (2.100 g; 10.60 mmol) and potassium tert-butoxide (1.247 g; 11.13 mmol) were placed in a dry, two-neck, round-bottom flask equipped with a magnetic stirring bar, a reflux condenser, and a rubber septum. The flask was evacuated and purged with dry argon, then 25 mL of anhydrous N,N-dimethylformamide was added while stirring. As soon as the solids disappeared, 11-bromo-1-undecene (2.44 mL; 2.595 g; 11.13 mmol) was added and the solution was quickly heated, and allowed to r... The reactants are C(CC)N(C1CC2=CC(=C(C=C2C1)C(=O)OC)OCC)CCC (Methyl 2-(dipropylamino)-6-ethoxy-2,3-dihydro-1H-indene-5-carboxylate), CNC=O (N-methylformamide). The product is C(C)OC1=C(C=C2CC(CC2=C1)N(CCC)CCC)C(=O)NC (6-Ethoxy-2-(dipropylamino)-2,3-dihydro-N-methyl-1H-indene-5-carboxamide). RXN SMILES: [CH2:1]([N:4]([CH2:21][CH2:22][CH3:23])[CH:5]1[CH2:13][C:12]2[C:7](=[CH:8][C:9]([O:18][CH2:19][CH3:20])=[C:10]([C:14](OC)=[O:15])[CH:11]=2)[CH2:6]1)[CH2:2][CH3:3].[CH3:24][NH:25]C=O>>[CH2:19]([O:18][C:9]1[CH:8]=[C:7]2[C:12]([CH2:13][CH:5]([N:4]([CH2:21][CH2:22][CH3:23])[CH2:1][CH2:2][CH3:3])[CH2:6]2)=[CH:11][C:10]=1[C:14]([NH:25][CH3:24])=[O:15])[CH3:20]. Reported procedure: Using procedure 41, methyl 2-(dipropylamino)-6-ethoxy-2,3-dihydro-1H-indene-5-carboxylate (77, 0.32 g, 1 mmol) was treated with N-methylformamide (0.58 mL, 10 mmol). Chromatographic purification yielded pure product 83 as a oil which was converted into the HCl salt and crystallized from EtOAc/MeOH to give a white solid (m.p. 156-159° C.). Starting materials: CO, CC(C)(O)CNS(=O)(=O)c1ccc(C=O)cc1, CC(=O)c1ccc(Cl)cc1Nc1ccccc1, [Na+], [OH-]. Yields the product CC(C)(O)CNS(=O)(=O)c1ccc(C=CC(=O)c2ccc(Cl)cc2Nc2ccccc2)cc1. RXN SMILES: [CH3:37][OH:38].[CH:18](=[O:19])[c:20]1[cH:21][cH:22][c:23]([S:26](=[O:27])(=[O:28])[NH:29][CH2:30][C:31]([CH3:32])([CH3:33])[OH:34])[cH:24][cH:25]1.[Cl:1][c:2]1[cH:3][c:4]([NH:11][c:12]2[cH:13][cH:14][cH:15][cH:16][cH:17]2)[c:5]([C:8]([CH3:9])=[O:10])[cH:6][cH:7]1.[Na+:36].[OH-:35]>>[Cl:1][c:2]1[cH:3][c:4]([NH:11][c:12]2[cH:13][cH:14][cH:15][cH:16][cH:17]2)[c:5]([C:8]([CH:9]=[CH:18][c:20]2[cH:21][cH:22][c:23]([S:26](=[O:27])(=[O:28])[NH:29][CH2:30][C:31]([CH3:32])([CH3:33])[OH:34])[cH:24][cH:25]2)=[O:10])[cH:6][cH:7]1. The reactants are O=C([O-])O, CCN(CC)SN(CC)CC, ClCCl, C=CCC1(O)C(=O)N(c2ccc(Br)c(Cl)c2)N=C1C(F)(F)F, [F-], [F-], [F-], [Na+]. Product: C=CCC1(F)C(=O)N(c2ccc(Br)c(Cl)c2)N=C1C(F)(F)F. RXN SMILES: [C:37](=[O:38])([OH:39])[O-:40].[CH2:23]([N:24]([S:25][N:26]([CH2:27][CH3:28])[CH2:29][CH3:30])[CH2:31][CH3:32])[CH3:33].[CH2:42]([Cl:43])[Cl:44].[Cl:1][c:2]1[cH:3][c:4]([N:9]2[N:10]=[C:11]([C:19]([F:20])([F:21])[F:22])[C:12]([OH:15])([CH2:16][CH:17]=[CH2:18])[C:13]2=[O:14])[cH:5][cH:6][c:7]1[Br:8].[F-:34].[F-:35].[F-:36].[Na+:41]>>[Cl:1][c:2]1[cH:3][c:4]([N:9]2[N:10]=[C:11]([C:19]([F:20])([F:21])[F:22])[C:12]([CH2:16][CH:17]=[CH2:18])([F:34])[C:13]2=[O:14])[cH:5][cH:6][c:7]1[Br:8].